Dataset: the Open Reaction Database (ORD), a public repository of structured organic reaction records. Task: describe an organic reaction: reactants, conditions, products, and yield RXN SMILES: [CH3:1][c:2]1[nH:3][c:4]2[c:5]([CH3:16])[cH:6][cH:7][c:8]([O:11][CH2:12][CH:13]3[O:14][CH2:15]3)[c:9]2[cH:10]1.[CH3:46][CH2:47][OH:48].[CH:37]([N:38]([CH2:39][CH3:40])[CH:41]([CH3:42])[CH3:43])([CH3:44])[CH3:45].[cH:17]1[c:18]([N:27]2[CH:28]3[CH2:29][CH:30]=[CH:31][CH2:32][CH:33]([CH2:34]2)[NH:35][CH2:36]3)[cH:19][cH:20][c:21]2[cH:22][cH:23][cH:24][cH:25][c:26]12>>[CH3:1][c:2]1[nH:3][c:4]2[c:5]([CH3:16])[cH:6][cH:7][c:8]([O:11][CH2:12][CH:13]([OH:14])[CH2:15][N:35]3[CH:33]4[CH2:32][CH:31]=[CH:30][CH2:29][CH:28]([N:27]([c:18]5[cH:17][c:26]6[c:21]([cH:20][cH:19]5)[cH:22][cH:23][cH:24][cH:25]6)[CH2:34]4)[CH2:36]3)[c:9]2[cH:10]1. Product: Cc1cc2c(OCC(O)CN3CC4CC=CCC3CN4c3ccc4ccccc4c3)ccc(C)c2[nH]1. Starting materials: Cc1cc2c(OCC3CO3)ccc(C)c2[nH]1, CCO, CCN(C(C)C)C(C)C, C1=CCC2CNC(C1)CN2c1ccc2ccccc2c1. The reactants are Cl (HCl), C1(=CC=CC=C1)[C@@H]1NC(O[C@@H]1C1=CC=CC=C1)=O ((4S,5R)-4,5-diphenyloxazolidin-2-one), C1(C(CCCC1)N)N (cyclohexane-1,2-diamine), BrC=1C=C(C(=CC1)N)N (4-bromobenzene-1,2-diamine), C([O-])([O-])=O.[K+].[K+] (potassium carbonate). Reagents/catalysts: [Cu]I (copper(I) iodide). The solvent is C(=O)O (formic acid). Yields the product N1C=NC2=C1C=C(C=C2)N2C(O[C@@H]([C@@H]2C2=CC=CC=C2)C2=CC=CC=C2)=O ((4S,5R)-3-(1H-benzo[d]imidazol-6-yl)-4,5-diphenyloxazolidin-2-one). As a reaction SMILES: [C:1]1([C@H:7]2[C@@H:11]([C:12]3[CH:17]=[CH:16][CH:15]=[CH:14][CH:13]=3)[O:10][C:9](=[O:18])[NH:8]2)[CH:6]=[CH:5][CH:4]=[CH:3][CH:2]=1.Br[C:20]1[CH:21]=[C:22]([NH2:27])[C:23]([NH2:26])=[CH:24][CH:25]=1.[C:28](=O)([O-])[O-].[K+].[K+].C1(N)CCCCC1N.Cl>[Cu]I.C(O)=O>[NH:27]1[C:22]2[CH:21]=[C:20]([N:8]3[C@@H:7]([C:1]4[CH:2]=[CH:3][CH:4]=[CH:5][CH:6]=4)[C@@H:11]([C:12]4[CH:13]=[CH:14][CH:15]=[CH:16][CH:17]=4)[O:10][C:9]3=[O:18])[CH:25]=[CH:24][C:23]=2[N:26]=[CH:28]1 |f:2.3.4|. Reported procedure: The compound was synthesized starting from (4S,5R)-4,5-diphenyloxazolidin-2-one (0.479 g, 2 mmol), 4-bromobenzene-1,2-diamine (0.374 g, 2 mmol), copper(I) iodide (0.038 g, 0.2 mmol), potassium carbonate (0.553 g, 4 mmol), cyclohexane-1,2-diamine (0.024 mL, 0.2 mmol), 5N HCl (5.8 mL), formic acid (0.582 mL) as described in method 5 step D Starting materials: N1=CC(=CC2=CC=CC=C12)B(O)O (3-quinolineboronic acid), BrC1=C2C=CN=C(C2=CC=C1)C=1C=NC2=CC=CC=C2C1 (3-(5-bromoisoquinolin-1-yl)quinoline), C(#N)C1=C(C=C(C=C1)B1OC(C)(C)C(C)(C)O1)NC1CCC(CC1)O (4-cyano-3-(4-hydroxycyclohexylamino)phenylboronic acid pinacol ester). Product: OC1CCC(CC1)NC1=C(C(=O)N)C=CC(=C1)C1=C2C=CN=C(C2=CC=C1)C=1C=NC2=CC=CC=C2C1 (2-(4-Hydroxycyclohexylamino)-4-(1-(quinolin-3-yl)isoquinolin-5-yl)benzamide). Reaction SMILES: N1C2C(=CC=CC=2)C=C(B(O)[OH:12])C=1.Br[C:15]1[CH:24]=[CH:23][CH:22]=[C:21]2[C:16]=1[CH:17]=[CH:18][N:19]=[C:20]2[C:25]1[CH:26]=[N:27][C:28]2[C:33]([CH:34]=1)=[CH:32][CH:31]=[CH:30][CH:29]=2.[C:35]([C:37]1[CH:42]=[CH:41][C:40](B2OC(C)(C)C(C)(C)O2)=[CH:39][C:38]=1[NH:52][CH:53]1[CH2:58][CH2:57][CH:56]([OH:59])[CH2:55][CH2:54]1)#[N:36]>>[OH:59][CH:56]1[CH2:57][CH2:58][CH:53]([NH:52][C:38]2[CH:39]=[C:40]([C:15]3[CH:24]=[CH:23][CH:22]=[C:21]4[C:16]=3[CH:17]=[CH:18][N:19]=[C:20]4[C:25]3[CH:26]=[N:27][C:28]4[C:33]([CH:34]=3)=[CH:32][CH:31]=[CH:30][CH:29]=4)[CH:41]=[CH:42][C:37]=2[C:35]([NH2:36])=[O:12])[CH2:54][CH2:55]1. Procedure: 3-(5-Bromoisoquinolin-1-yl)quinoline was obtained according to Example 2(1) using 3-quinolineboronic acid instead of 4-cyano-3-(4-hydroxycyclohexylamino)phenylboronic acid pinacol ester. A compound of Comparative Example 1 was obtained as a pale yellow solid (yield based on 3 steps: 24%) according to Example 2(3) using the obtained 3-(5-bromoisoquinolin-1-yl)quinoline instead of compound (2b) and 4-cyano-3-(4-hydroxycyclohexylamino)phenylboronic acid pinacol ester instead of 4-cyano-3-(ethylamin...